The task is: describe an organic reaction: reactants, conditions, products, and yield. This data is from the Open Reaction Database (ORD), a public repository of structured organic reaction records. The reactants are O=C(Cl)c1ccccc1, Nc1n[nH]c2cc(Cl)ccc12, c1ccncc1. The product is O=C(Nc1n[nH]c2cc(Cl)ccc12)c1ccccc1. RXN SMILES: [C:1]([c:2]1[cH:3][cH:4][cH:5][cH:6][cH:7]1)(=[O:8])[Cl:9].[Cl:10][c:11]1[cH:12][cH:13][c:14]2[c:15]([NH2:20])[n:16][nH:17][c:18]2[cH:19]1.[cH:21]1[cH:22][cH:23][n:24][cH:25][cH:26]1>>[C:1]([c:2]1[cH:3][cH:4][cH:5][cH:6][cH:7]1)(=[O:8])[NH:20][c:15]1[c:14]2[cH:13][cH:12][c:11]([Cl:10])[cH:19][c:18]2[nH:17][n:16]1. The product is C(C)N1N=CC=2C1=NC(=C(C2C2CCOCC2)C#N)C2=CC=CC=C2 (1-ethyl-6-phenyl-4-(tetrahydro-2H-pyran-4-yl)-1H-pyrazolo[3,4-b]pyridine-5-carbonitrile). The reactants are C(C1=CC=CC=C1)(=O)CC#N (benzoylacetonitrile), O1CCC(CC1)C=O (tetrahydropyran-4-carbaldehyde), NC1=CC=NN1C (5-amino-1-methylpyrazole), N1=CC=CC=C1 (pyridine). As a reaction SMILES: [C:1]([CH2:9][C:10]#[N:11])(=O)[C:2]1[CH:7]=[CH:6][CH:5]=[CH:4][CH:3]=1.[O:12]1[CH2:17][CH2:16][CH:15]([CH:18]=O)[CH2:14][CH2:13]1.[NH2:20][C:21]1[N:25]([CH3:26])[N:24]=[CH:23][CH:22]=1.N1C=CC=C[CH:28]=1>>[CH2:26]([N:25]1[C:21]2=[N:20][C:1]([C:2]3[CH:7]=[CH:6][CH:5]=[CH:4][CH:3]=3)=[C:9]([C:10]#[N:11])[C:18]([CH:15]3[CH2:16][CH2:17][O:12][CH2:13][CH2:14]3)=[C:22]2[CH:23]=[N:24]1)[CH3:28]. Reaction conditions: temperature 110 celsius, time 2 day. Procedure details: A mixture of benzoylacetonitrile (365 mg), tetrahydropyran-4-carbaldehyde (287 mg), 5-amino-1-methylpyrazole (289 mg) in pyridine (7.3 ml) was stirred for 2 days at 110° C. The solvent was removed under reduced pressure. The residue was purified with silica gel column chromatography to give pure 1-ethyl-6-phenyl-4-(tetrahydro-2H-pyran-4-yl)-1H-pyrazolo[3,4-b]pyridine-5-carbonitrile (359 mg).